From a dataset of the Open Reaction Database (ORD), a public repository of structured organic reaction records. describe an organic reaction: reactants, conditions, products, and yield Reactants: CS(C)=O, OCc1c[nH]c(-c2ccc(F)cc2)c1-c1ccncc1. The product is O=Cc1c[nH]c(-c2ccc(F)cc2)c1-c1ccncc1. Reaction SMILES: [CH3:21][S:22](=[O:23])[CH3:24].[F:1][c:2]1[cH:3][cH:4][c:5](-[c:8]2[nH:9][cH:10][c:11]([CH2:19][OH:20])[c:12]2-[c:13]2[cH:14][cH:15][n:16][cH:17][cH:18]2)[cH:6][cH:7]1>>[F:1][c:2]1[cH:3][cH:4][c:5](-[c:8]2[nH:9][cH:10][c:11]([CH:19]=[O:20])[c:12]2-[c:13]2[cH:14][cH:15][n:16][cH:17][cH:18]2)[cH:6][cH:7]1.